From a dataset of the Open Reaction Database (ORD), a public repository of structured organic reaction records. describe an organic reaction: reactants, conditions, products, and yield The reactants are CCO, Cl, CCNc1ncc(Oc2cc(C#N)c(OC)cc2C(C)C)c(N)n1, [Na+], [OH-], O, O. The product is CCNc1ncc(Oc2cc(C(N)=O)c(OC)cc2C(C)C)c(N)n1. As a reaction SMILES: [CH3:28][CH2:29][OH:30].[ClH:27].[NH2:1][c:2]1[n:3][c:4]([NH:22][CH2:23][CH3:24])[n:5][cH:6][c:7]1[O:8][c:9]1[c:10]([CH:19]([CH3:20])[CH3:21])[cH:11][c:12]([O:17][CH3:18])[c:13]([C:14]#[N:15])[cH:16]1.[Na+:26].[OH-:25].[OH2:31].[OH2:32]>>[NH2:1][c:2]1[n:3][c:4]([NH:22][CH2:23][CH3:24])[n:5][cH:6][c:7]1[O:8][c:9]1[c:10]([CH:19]([CH3:20])[CH3:21])[cH:11][c:12]([O:17][CH3:18])[c:13]([C:14]([NH2:15])=[O:25])[cH:16]1. The reactants are Cl.NCC(=O)C1=C(N=C2SC=CN21)C (5-aminoacetyl-6-methylimidazo[2,1-b]thiazole hydrochloride), ClC(=O)OCC (ethyl chloroformate), C(C)(=O)OCC (ethyl acetate), C([O-])(O)=O.[Na+] (sodium bicarbonate). Run in O (water), C(Cl)(Cl)Cl (chloroform), O (water). Product: C(C)OC(=O)NCC(=O)C1=C(N=C2SC=CN21)C (5-ethoxycarbonylaminoacetyl-6-methylimidazo[2,1-b]thiazole). Isolated yield 43.3%. RXN SMILES: Cl.[NH2:2][CH2:3][C:4]([C:6]1[N:13]2[C:9]([S:10][CH:11]=[CH:12]2)=[N:8][C:7]=1[CH3:14])=[O:5].Cl[C:16]([O:18][CH2:19][CH3:20])=[O:17].C(OCC)(=O)C.C(=O)(O)[O-].[Na+]>O.C(Cl)(Cl)Cl>[CH2:19]([O:18][C:16]([NH:2][CH2:3][C:4]([C:6]1[N:13]2[C:9]([S:10][CH:11]=[CH:12]2)=[N:8][C:7]=1[CH3:14])=[O:5])=[O:17])[CH3:20] |f:0.1,4.5|. Procedure details: To a solution of 4 g of 5-aminoacetyl-6-methylimidazo[2,1-b]thiazole hydrochloride in 50 ml of water is added a mixed solution of 3.2 g of ethyl chloroformate and 50 ml of ethyl acetate under stirring, and then 7.6 g of sodium bicarbonate is added. After the mixture is stirred at room temperature for 4 hours, chloroform and water are added to the resulting mixture. The chloroform layer is separated, washed with water and dried over magnesium sulfate, and then the chloroform is distilled off unde... Starting materials: CC1(NC=2N(C(C=C(N2)N2CCOCC2)=O)C1)C (2,2-dimethyl-7-morpholin-4-yl-2,3-dihydro-1H-imidazo[1,2-a]pyrimidin-5-one), COC1=CC=C(CCBr)C=C1 (4-methoxyphenethyl bromide), C([O-])([O-])=O.[Cs+].[Cs+] (caesium carbonate). Yields the product COC1=CC=C(C=C1)CCN1C(CN2C1=NC(=CC2=O)N2CCOCC2)(C)C (1-[2-(4-Methoxyphenyl)ethyl]-2,2-dimethyl-7-morpholin-4-yl-2,3-dihydro-1H-imidazo[1,2-a]pyrimidin-5-one). Reaction SMILES: [CH3:1][C:2]1([CH3:18])[CH2:17][N:5]2[C:6](=[O:16])[CH:7]=[C:8]([N:10]3[CH2:15][CH2:14][O:13][CH2:12][CH2:11]3)[N:9]=[C:4]2[NH:3]1.[CH3:19][O:20][C:21]1[CH:29]=[CH:28][C:24]([CH2:25][CH2:26]Br)=[CH:23][CH:22]=1.C(=O)([O-])[O-].[Cs+].[Cs+]>>[CH3:19][O:20][C:21]1[CH:29]=[CH:28][C:24]([CH2:25][CH2:26][N:3]2[C:4]3=[N:9][C:8]([N:10]4[CH2:15][CH2:14][O:13][CH2:12][CH2:11]4)=[CH:7][C:6](=[O:16])[N:5]3[CH2:17][C:2]2([CH3:18])[CH3:1])=[CH:23][CH:22]=1 |f:2.3.4|. Reported procedure: The product is prepared according to the procedure described in Example 1, using 100 mg of 2,2-dimethyl-7-morpholin-4-yl-2,3-dihydro-1H-imidazo[1,2-a]pyrimidin-5-one and 0.94 ml of 4-methoxyphenethyl bromide, replacing the sodium hydride with caesium carbonate. After purification by silica column chromatography (eluent: dichloromethane/methanol: 98/02), 39 mg of 1-[2-(4-methoxyphenyl)ethyl]-2,2-dimethyl-7-morpholin-4-yl-2,3-dihydro-1H-imidazo[1,2-a]pyrimidin-5-one are obtained, the characteristi...